From a dataset of the Open Reaction Database (ORD), a public repository of structured organic reaction records. describe an organic reaction: reactants, conditions, products, and yield Yields the product CCCCOC(=O)CCc1cc(F)c(C)c(F)c1. Reaction SMILES: [CH2:1]([CH2:2][CH2:3][CH3:4])[O:5][C:6]([CH:7]=[CH:8][c:9]1[cH:10][c:11]([F:17])[c:12]([CH3:16])[c:13]([F:15])[cH:14]1)=[O:18].[CH3:20][OH:21].[Pd:19]>>[CH2:1]([CH2:2][CH2:3][CH3:4])[O:5][C:6]([CH2:7][CH2:8][c:9]1[cH:10][c:11]([F:17])[c:12]([CH3:16])[c:13]([F:15])[cH:14]1)=[O:18]. Reactants: CCCCOC(=O)C=Cc1cc(F)c(C)c(F)c1, CO, [Pd]. Starting materials: COC1=CC=C2CC(C(C2=C1)=O)C (6-methoxy-2-methyl-indanone), zinc amalgam, C(C)(=O)O (acetic acid), C1=CC=CC=C1 (benzene), bromoester, C(C)(=O)O (acetic acid), zinc amalgam, BrCC(=O)OC (methyl bromoacetate), C1=CC=CC=C1 (benzene), II (iodine). Solvent: CCOCC (ether), C(C)O (ethanol). Run at time 3 hour. Yields the product COC(CC1C(=C(C2=CC=CC=C12)OCO)C)=O (methyl(1-hydroxy-2-methyl-methoxy-indenyl)acetate). As a reaction SMILES: CO[C:3]1[CH:11]=[C:10]2[C:6]([CH2:7][CH:8]([CH3:13])[C:9]2=[O:12])=[CH:5][CH:4]=1.Br[CH2:15][C:16]([O:18][CH3:19])=[O:17].C1C=CC=CC=1.II.[C:28](O)(=[O:30])C>C(O)C.CCOCC>[CH3:19][O:18][C:16](=[O:17])[CH2:15][CH:7]1[C:6]2[C:10](=[CH:11][CH:3]=[CH:4][CH:5]=2)[C:9]([O:12][CH2:28][OH:30])=[C:8]1[CH3:13]. Reported procedure: A solution of 13.4 g. of 6-methoxy-2-methyl-indanone and 19.3 g. of methyl bromoacetate in 45 ml. benzene is added over a period of 5 minutes to 21 g. of zinc amalgam (prepared according to Org. Syn. Coll., vol. 3) in 110 ml. benzene and 40 ml. dry ether. A few crystals of iodine are added to start the reaction, and the reaction mixture is maintained at reflux temperature (ca. 65°) with external heating. At 3 hour intervals, two batches of 10 g. zinc amalgam and 10 g. bromoester are added, and t... Starting materials: C1CCOC1, CC(C)(C)[O-], CNC(=O)C(=NOC)c1ccccc1CO, Fc1ncc(Sc2ccccc2)cc1Cl, [K+]. Yields the product CNC(=O)C(=NOC)c1ccccc1COc1ncc(Sc2ccccc2)cc1Cl. RXN SMILES: [CH2:38]1[O:39][CH2:40][CH2:41][CH2:42]1.[CH3:17][C:18]([CH3:19])([O-:20])[CH3:21].[CH3:1][O:2][N:3]=[C:4]([C:5](=[O:6])[NH:7][CH3:8])[c:9]1[c:10]([CH2:15][OH:16])[cH:11][cH:12][cH:13][cH:14]1.[Cl:23][c:24]1[c:25]([F:37])[n:26][cH:27][c:28]([S:30][c:31]2[cH:32][cH:33][cH:34][cH:35][cH:36]2)[cH:29]1.[K+:22]>>[CH3:1][O:2][N:3]=[C:4]([C:5](=[O:6])[NH:7][CH3:8])[c:9]1[c:10]([CH2:15][O:16][c:25]2[c:24]([Cl:23])[cH:29][c:28]([S:30][c:31]3[cH:32][cH:33][cH:34][cH:35][cH:36]3)[cH:27][n:26]2)[cH:11][cH:12][cH:13][cH:14]1. The reactants are C(C)(C)(C)OC(=O)NCC(=O)O (t-butoxycarbonylaminoacetic acid), C(O)([O-])=O.[Na+] (sodium hydrogen carbonate), ClC(=O)OCC (ethyl chloroformate), NC1=C(CO)C(=CC=C1)C (2-amino-6-methylbenzyl alcohol). Run in C(Cl)Cl (methylene chloride), C(C)N(CC)CC (triethylamine). Reaction conditions: time 1 hour. Yields the product C(C)(C)(C)OC(=O)NCC(=O)NC1=C(CO)C(=CC=C1)C (2-(t-butoxycarbonylaminoacetamido)-6-methylbenzyl alcohol). Isolated yield 17.7%. RXN SMILES: [C:1]([O:5][C:6]([NH:8][CH2:9][C:10]([OH:12])=O)=[O:7])([CH3:4])([CH3:3])[CH3:2].ClC(OCC)=O.[NH2:19][C:20]1[CH:27]=[CH:26][CH:25]=[C:24]([CH3:28])[C:21]=1[CH2:22][OH:23].C(=O)([O-])O.[Na+]>C(Cl)Cl.C(N(CC)CC)C>[C:1]([O:5][C:6]([NH:8][CH2:9][C:10]([NH:19][C:20]1[CH:27]=[CH:26][CH:25]=[C:24]([CH3:28])[C:21]=1[CH2:22][OH:23])=[O:12])=[O:7])([CH3:2])([CH3:3])[CH3:4] |f:3.4|. Procedure: To a solution of t-butoxycarbonylaminoacetic acid (3.5 g) in methylene chloride (50 ml) was added triethylamine (2.0 g) and then ethyl chloroformate (1.9 ml) with ice-cooling. After being stirred for 1 hour, 2-amino-6-methylbenzyl alcohol (2.74 g) was added thereto and the mixture was stirred for 7 days at an ambient temperature. To the mixture was added a saturated aqueous solution of sodium hydrogen carbonate and the organic layer was separated, washed with water and dried over magnesium sulfa...